Dataset: the Open Reaction Database (ORD), a public repository of structured organic reaction records. Task: describe an organic reaction: reactants, conditions, products, and yield Reactants: C([O-])([O-])=O.[Cs+].[Cs+] (caesium carbonate), O (water), C(C)OC(=O)C=1C=C(SC1)Br (2-Bromothiophene-4-carboxylic acid ethyl ester), C(C)(C)(C)OC(=O)N1CCC(=CC1)B1CC(C(C1)(C)C)(C)C (4-(3,3,4,4-tetramethyl-borolan-1-yl)-3,6-dihydro-2H-pyridine-1-carboxylic acid tert-butyl ester). Reagents/catalysts: C=1C=CC(=CC1)[P](C=2C=CC=CC2)(C=3C=CC=CC3)[Pd]([P](C=4C=CC=CC4)(C=5C=CC=CC5)C=6C=CC=CC6)([P](C=7C=CC=CC7)(C=8C=CC=CC8)C=9C=CC=CC9)[P](C=1C=CC=CC1)(C=1C=CC=CC1)C=1C=CC=CC1.C1(=CC=CC=C1)P(C1=CC=CC=C1)C1=CC=CC=C1 (Palladium tetrakis triphenylphoshine). Run in COCCOC (DME), IMS. Run at temperature 120 celsius. The product is C(C)(C)(C)OC(=O)N1CCC(=CC1)C=1SC=C(C1)C(=O)OCC (4-(4-Ethoxycarbonyl-thiophen-2-yl)-3,6-dihydro-2H-pyridine-1-carboxylic acid tert-butyl ester). The yield is 56.3%. RXN SMILES: [CH2:1]([O:3][C:4]([C:6]1[CH:7]=[C:8](Br)[S:9][CH:10]=1)=[O:5])[CH3:2].[C:12]([O:16][C:17]([N:19]1[CH2:24][CH:23]=[C:22](B2CC(C)(C)C(C)(C)C2)[CH2:21][CH2:20]1)=[O:18])([CH3:15])([CH3:14])[CH3:13].O.C(=O)([O-])[O-].[Cs+].[Cs+]>COCCOC.C1C=CC([P]([Pd]([P](C2C=CC=CC=2)(C2C=CC=CC=2)C2C=CC=CC=2)([P](C2C=CC=CC=2)(C2C=CC=CC=2)C2C=CC=CC=2)[P](C2C=CC=CC=2)(C2C=CC=CC=2)C2C=CC=CC=2)(C2C=CC=CC=2)C2C=CC=CC=2)=CC=1.C1(P(C2C=CC=CC=2)C2C=CC=CC=2)C=CC=CC=1>[C:12]([O:16][C:17]([N:19]1[CH2:20][CH:21]=[C:22]([C:8]2[S:9][CH:10]=[C:6]([C:4]([O:3][CH2:1][CH3:2])=[O:5])[CH:7]=2)[CH2:23][CH2:24]1)=[O:18])([CH3:15])([CH3:13])[CH3:14] |f:3.4.5,7.8,^1:50,52,71,90|. Procedure: 2-Bromothiophene-4-carboxylic acid ethyl ester (1.0 g, 5.26 mmol) and 4-(3,3,4,4-tetramethyl-borolan-1-yl)-3,6-dihydro-2H-pyridine-1-carboxylic acid tert-butyl ester (5.26 mmol) were dissolved in DME (40 mL), IMS (20 mL) and water (10 mL). Palladium tetrakis-triphenylphoshine (0.53 mmol) and caesium carbonate (7.9 mmol) were then added and the mixture heated to 120° C. for 20 minutes using microwave radiation. The solvent was then evaporated and the residue purified by flash chromatography on si... Starting materials: C1CCOC1, ClCc1ccccn1, Cl, O=[N+]([O-])c1ccc(S)cc1, [Na+], [OH-]. Product: O=[N+]([O-])c1ccc(SCc2ccccn2)cc1. As a reaction SMILES: [CH2:22]1[O:23][CH2:24][CH2:25][CH2:26]1.[Cl:14][CH2:15][c:16]1[n:17][cH:18][cH:19][cH:20][cH:21]1.[ClH:13].[N+:1](=[O:2])([O-:3])[c:4]1[cH:5][cH:6][c:7]([SH:10])[cH:8][cH:9]1.[Na+:12].[OH-:11]>>[N+:1](=[O:2])([O-:3])[c:4]1[cH:5][cH:6][c:7]([S:10][CH2:15][c:16]2[n:17][cH:18][cH:19][cH:20][cH:21]2)[cH:8][cH:9]1.